Dataset: the Open Reaction Database (ORD), a public repository of structured organic reaction records. Task: describe an organic reaction: reactants, conditions, products, and yield The reactants are CCNc1ccc(C(C)=O)cc1N=C1SC(=C2Sc3ccccc3N2C)C(=O)N1Cc1ccccc1, Cl, NO, c1ccncc1. Product: CCNc1ccc(C(C)=NO)cc1N=C1SC(=C2Sc3ccccc3N2C)C(=O)N1Cc1ccccc1. As a reaction SMILES: [C:1]([CH3:2])(=[O:3])[c:4]1[cH:5][cH:6][c:7]([NH:34][CH2:35][CH3:36])[c:8]([N:10]=[C:11]2[S:12][C:13](=[C:24]3[S:25][c:26]4[c:27]([cH:30][cH:31][cH:32][cH:33]4)[N:28]3[CH3:29])[C:14](=[O:23])[N:15]2[CH2:16][c:17]2[cH:18][cH:19][cH:20][cH:21][cH:22]2)[cH:9]1.[ClH:37].[NH2:38][OH:39].[cH:40]1[cH:41][cH:42][n:43][cH:44][cH:45]1>>[C:1]([CH3:2])([c:4]1[cH:5][cH:6][c:7]([NH:34][CH2:35][CH3:36])[c:8]([N:10]=[C:11]2[S:12][C:13](=[C:24]3[S:25][c:26]4[c:27]([cH:30][cH:31][cH:32][cH:33]4)[N:28]3[CH3:29])[C:14](=[O:23])[N:15]2[CH2:16][c:17]2[cH:18][cH:19][cH:20][cH:21][cH:22]2)[cH:9]1)=[N:38][OH:39]. Reactants: CO (methanol), ClN1C(CCC1=O)=O (N-chlorosuccinimide), C1C(CCN2CCCCC12)COC(=O)C1=CNC2=CC=CC=C12 (quinolizidin-2-ylmethylindole-3-carboxylate). Solvent: C(Cl)(Cl)Cl (chloroform), C(Cl)(Cl)Cl (chloroform). Run at time 2 hour. The product is C1C(CCN2CCCCC12)COC(=O)C1=C(NC2=CC=CC=C12)OC (Quinolizidin-2-ylmethyl-2-methoxyindole-3-carboxylate). As a reaction SMILES: ClN1[C:6](=[O:7])CCC1=O.[CH2:9]1[CH:18]2[N:13]([CH2:14][CH2:15][CH2:16][CH2:17]2)[CH2:12][CH2:11][CH:10]1[CH2:19][O:20][C:21]([C:23]1[C:31]2[C:26](=[CH:27][CH:28]=[CH:29][CH:30]=2)[NH:25][CH:24]=1)=[O:22].CO>C(Cl)(Cl)Cl>[CH2:9]1[CH:18]2[N:13]([CH2:14][CH2:15][CH2:16][CH2:17]2)[CH2:12][CH2:11][CH:10]1[CH2:19][O:20][C:21]([C:23]1[C:31]2[C:26](=[CH:27][CH:28]=[CH:29][CH:30]=2)[NH:25][C:24]=1[O:7][CH3:6])=[O:22]. Reported procedure: A stirred solution of N-chlorosuccinimide (220 mg, 0.0016 mole) in chloroform (6 ml) at room temperature under nitrogen was treated with a solution of eq-quinolizidin-2-ylmethylindole-3-carboxylate (E9b) (330 mg, 0.0011 mole) in chloroform (6 ml) and stirred for 2 h. The solution was then treated with methanol (0.71 ml, 0.022 mole) and stirring continued. After 3 h a beige precipitate began to form and afar a further 1 h this was filtered off, washed with chloroform,and dried to afford the title...